This data is from the Open Reaction Database (ORD), a public repository of structured organic reaction records. The task is: describe an organic reaction: reactants, conditions, products, and yield Reactants: COC=1N=C2C=CNC2=CC1 (5-methoxy-4-aza-1H-indole), [OH-].[K+] (potassium hydroxide), CO (methanol), CN1CCC(CC1)=O (1-methyl-4-piperidone). The product is COC=1C=C2C(=CNC2=CC1)C=1CCN(CC1)C (5-Methoxy-3-(1-Methyl-1,2,3,6-Tetrahydropyridin-4-yl)indole). Isolated yield 79.0%. RXN SMILES: [CH3:1][O:2][C:3]1N=[C:5]2[C:9](=[CH:10][CH:11]=1)[NH:8][CH:7]=[CH:6]2.[OH-].[K+].[CH3:14][N:15]1[CH2:20][CH2:19][C:18](=O)[CH2:17][CH2:16]1.[CH3:22]O>>[CH3:1][O:2][C:3]1[CH:22]=[C:5]2[C:9](=[CH:10][CH:11]=1)[NH:8][CH:7]=[C:6]2[C:18]1[CH2:17][CH2:16][N:15]([CH3:14])[CH2:20][CH:19]=1 |f:1.2|. Procedure details: To a mixture of 5-methoxy-4-aza-1H-indole(7.0 g, 47 mmol) and potassium hydroxide (9.2 g, 165 mmol) in 350 mL of methanol was added 1-methyl-4-piperidone (9.86 mL, 80 mmol) in one portion. The reaction was heated at reflux temperature overnight, and cooled to room temperature. The resulting precipitate was collected, and the filtrate was concentrated to a minimal volume. A second crop of crystals was collected, washed with cold methanol, and combined with the previous crop to afford 9.0 g (79%) ...